This data is from the Open Reaction Database (ORD), a public repository of structured organic reaction records. The task is: describe an organic reaction: reactants, conditions, products, and yield Reactants: CO, O=C(Nc1ccc([N+](=O)[O-])cc1)c1ccccc1. Product: Nc1ccc([N+](=O)[O-])cc1. As a reaction SMILES: [CH3:19][OH:20].[N+:1](=[O:2])([O-:3])[c:4]1[cH:5][cH:6][c:7]([NH:8][C:9](=[O:10])[c:11]2[cH:12][cH:13][cH:14][cH:15][cH:16]2)[cH:17][cH:18]1>>[N+:1](=[O:2])([O-:3])[c:4]1[cH:5][cH:6][c:7]([NH2:8])[cH:17][cH:18]1. Reactants: O=C([O-])O, CC(C)(C)C(=O)OCI, CCCC[N+](CCCC)(CCCC)CCCC, CON=C(C(=O)NC1C(=O)N2C(C(=O)O)=C(C=Cc3scnc3C)CSC12)c1csc(N)n1, CC(C)OC(C)C, [Na+], [Na], CN(C)C=O, O, O=S(=O)([O-])O. Yields the product CON=C(C(=O)NC1C(=O)N2C(C(=O)OCOC(=O)C(C)(C)C)=C(C=Cc3scnc3C)CSC12)c1csc(N)n1. As a reaction SMILES: [C:35](=[O:36])([OH:37])[O-:38].[C:40]([C:41]([CH3:42])([CH3:43])[CH3:44])(=[O:45])[O:46][CH2:47][I:48].[CH2:61]([N+:62]([CH2:63][CH2:64][CH2:65][CH3:66])([CH2:67][CH2:68][CH2:69][CH3:70])[CH2:71][CH2:72][CH2:73][CH3:74])[CH2:75][CH2:76][CH3:77].[CH:1]12[S:2][CH2:3][C:4]([CH:5]=[CH:6][c:7]3[s:8][cH:9][n:10][c:11]3[CH3:12])=[C:13]([C:31]([OH:32])=[O:33])[N:14]1[C:15](=[O:16])[CH:17]2[NH:18][C:19](=[O:20])[C:21](=[N:22][O:23][CH3:24])[c:25]1[cH:26][s:27][c:28]([NH2:29])[n:30]1.[CH:49]([O:50][CH:51]([CH3:52])[CH3:53])([CH3:54])[CH3:55].[Na+:39].[Na:34].[O:79]=[CH:80][N:81]([CH3:82])[CH3:83].[OH2:78].[S:56]([O-:57])([OH:58])(=[O:59])=[O:60]>>[CH:1]12[S:2][CH2:3][C:4]([CH:5]=[CH:6][c:7]3[s:8][cH:9][n:10][c:11]3[CH3:12])=[C:13]([C:31]([O:32][CH2:47][O:46][C:40]([C:41]([CH3:42])([CH3:43])[CH3:44])=[O:45])=[O:33])[N:14]1[C:15](=[O:16])[CH:17]2[NH:18][C:19](=[O:20])[C:21](=[N:22][O:23][CH3:24])[c:25]1[cH:26][s:27][c:28]([NH2:29])[n:30]1. Starting materials: P(=S)(SCC)(SCCC)OC1=C(C=CC=C1)C=O (S-ethyl S-propyl O-(2-formylphenyl) trithiophosphate), [N+](=O)([O-])C1=CC=C(C(=O)NN)C=C1 (4-nitrobenzoylhydrazine). The solvent is C(Cl)Cl (methylene chloride), CO (methanol), CO (methanol). Conditions: time 12 hour. The product is P(=S)(SCC)(SCCC)OC1=C(C=CC=C1)C=NNC(C1=CC=C(C=C1)[N+](=O)[O-])=O (S-ethyl S-propyl O-[2-(4-nitrobenzoylhydrazonomethyl)phenyl] trithiophosphate). RXN SMILES: [P:1]([O:10][C:11]1[CH:16]=[CH:15][CH:14]=[CH:13][C:12]=1[CH:17]=O)([S:6][CH2:7][CH2:8][CH3:9])([S:3][CH2:4][CH3:5])=[S:2].[N+:19]([C:22]1[CH:31]=[CH:30][C:25]([C:26]([NH:28][NH2:29])=[O:27])=[CH:24][CH:23]=1)([O-:21])=[O:20]>CO.C(Cl)Cl>[P:1]([O:10][C:11]1[CH:16]=[CH:15][CH:14]=[CH:13][C:12]=1[CH:17]=[N:29][NH:28][C:26](=[O:27])[C:25]1[CH:24]=[CH:23][C:22]([N+:19]([O-:21])=[O:20])=[CH:31][CH:30]=1)([S:6][CH2:7][CH2:8][CH3:9])([S:3][CH2:4][CH3:5])=[S:2]. Procedure: A solution of S-ethyl S-propyl O-(2-formylphenyl) trithiophosphate (0.02 mole) in methanol (50 ml) and 4-nitrobenzoylhydrazine (0.02 mole) are charged into a glass reaction vessel and the mixture is stirred at room temperature for a period of about 12 hours. After this time the reaction mixture is stripped of methanol under vacuum and the residue is dissolved in methylene chloride (100 ml) and the resulting solution is washed with water (75 ml), with aqueous sodium hydroxide (75 ml; 0.1 N) and a...